describe an organic reaction: reactants, conditions, products, and yield From a dataset of the Open Reaction Database (ORD), a public repository of structured organic reaction records. The reactants are Cc1cccc(-c2cc([N+](=O)[O-])cc(C)[n+]2[O-])n1, CC[O-], CCO, [Na+], [Na]. Yields the product CCOc1cc(C)[n+]([O-])c(-c2cccc(C)n2)c1. Reaction SMILES: [CH3:1][c:2]1[cH:3][c:4]([N+:16]([O-:17])=[O:18])[cH:5][c:6](-[c:9]2[n:10][c:11]([CH3:15])[cH:12][cH:13][cH:14]2)[n+:7]1[O-:8].[CH3:20][CH2:21][O-:22].[CH3:24][CH2:25][OH:26].[Na+:19].[Na:23]>>[CH3:1][c:2]1[cH:3][c:4]([O:22][CH2:21][CH3:20])[cH:5][c:6](-[c:9]2[n:10][c:11]([CH3:15])[cH:12][cH:13][cH:14]2)[n+:7]1[O-:8]. Starting materials: N(=O)[O-].[Na+] (NaNO2), Cl.COC1=CC(=C(N)C=C1)C (4-methoxy-2-methylaniline hydrochloride), [OH-].[Na+] (NaOH), [O-]S(=O)S(=O)[O-].[Na+].[Na+] (Na2S2O4). The solvent is O (water), C(C)OCC (diethyl ether), Cl (hydrochloric acid). Reaction conditions: time 30 minute. The product is Cl.N(N)C1=C(C=C(C=C1)OC)C (4-Hydrazino-3-methylanisole hydrochloride). The yield is 82.3%. Reaction SMILES: [ClH:1].[CH3:2][O:3][C:4]1[CH:10]=[CH:9][C:7]([NH2:8])=[C:6]([CH3:11])[CH:5]=1.[N:12]([O-])=O.[Na+].[O-]S(S([O-])=O)=O.[Na+].[Na+].[OH-].[Na+]>Cl.O.C(OCC)C>[ClH:1].[NH:8]([C:7]1[CH:9]=[CH:10][C:4]([O:3][CH3:2])=[CH:5][C:6]=1[CH3:11])[NH2:12] |f:0.1,2.3,4.5.6,7.8,12.13|. Procedure: 33 g (0.19 mol) 4-methoxy-2-methylaniline hydrochloride was suspended in 100 ml (6M) hydrochloric acid under argon atmosphere. The mixture was cooled to +5° C. and a solution of 13.1 g (0.19 mol) NaNO2 in 35 ml water was added dropwise at such rate that the temperature was kept below +5° C. After the addition was completed the solution was stirred for 30 min at +5° C. 101.7 g (0.58 mol) Na2S2O4 was dissolved in 500 ml wager at +5° C. and the solution was poured into the reaction mixture and stir... Starting materials: CCO, CCOC(=O)c1ccc(NC(=O)N2CCc3ccccc3C2c2ccc(C(F)(F)F)cc2)cc1, [Na+], [OH-]. Product: O=C(O)c1ccc(NC(=O)N2CCc3ccccc3C2c2ccc(C(F)(F)F)cc2)cc1. Reaction SMILES: [CH3:37][CH2:38][OH:39].[F:1][C:2]([c:3]1[cH:4][cH:5][c:6]([CH:9]2[N:10]([C:19](=[O:20])[NH:21][c:22]3[cH:23][cH:24][c:25]([C:26](=[O:27])[O:28][CH2:29][CH3:30])[cH:31][cH:32]3)[CH2:11][CH2:12][c:13]3[cH:14][cH:15][cH:16][cH:17][c:18]32)[cH:7][cH:8]1)([F:33])[F:34].[Na+:36].[OH-:35]>>[F:1][C:2]([c:3]1[cH:4][cH:5][c:6]([CH:9]2[N:10]([C:19](=[O:20])[NH:21][c:22]3[cH:23][cH:24][c:25]([C:26](=[O:27])[OH:28])[cH:31][cH:32]3)[CH2:11][CH2:12][c:13]3[cH:14][cH:15][cH:16][cH:17][c:18]32)[cH:7][cH:8]1)([F:33])[F:34]. Reactants: CC12CCC(C#N)=CC1=CCC1C2CCC2(C)C(C(=O)Sc3ccccn3)CCC12, CC(C)(N)c1cccs1. Yields the product CC(C)(NC(=O)C1CCC2C3CC=C4C=C(C#N)CCC4(C)C3CCC12C)c1cccs1. Reaction SMILES: [C:1](#[N:2])[C:3]1=[CH:4][C:5]2=[CH:6][CH2:7][CH:8]3[CH:9]4[CH2:10][CH2:11][CH:12]([C:22]([S:23][c:24]5[cH:25][cH:26][cH:27][cH:28][n:29]5)=[O:30])[C:13]4([CH3:14])[CH2:15][CH2:16][CH:17]3[C:18]2([CH3:21])[CH2:19][CH2:20]1.[CH3:31][C:32]([CH3:33])([c:34]1[s:35][cH:36][cH:37][cH:38]1)[NH2:39]>>[C:1](#[N:2])[C:3]1=[CH:4][C:5]2=[CH:6][CH2:7][CH:8]3[CH:9]4[CH2:10][CH2:11][CH:12]([C:22](=[O:30])[NH:39][C:32]([CH3:31])([CH3:33])[c:34]5[s:35][cH:36][cH:37][cH:38]5)[C:13]4([CH3:14])[CH2:15][CH2:16][CH:17]3[C:18]2([CH3:21])[CH2:19][CH2:20]1. Starting materials: C(\C=C\CCCCCCCCCC)O (trans-2-tridecenol), [Cr](=O)(=O)([O-])Cl.[NH+]1=CC=CC=C1 (pyridinium chlorochromate). Run in C(Cl)Cl (methylene chloride). Product: C(\C=C\CCCCCCCCCCC)=O (trans-2-tetradecenal). RXN SMILES: [CH2:1]([OH:14])/[CH:2]=[CH:3]/[CH2:4][CH2:5][CH2:6][CH2:7][CH2:8][CH2:9][CH2:10][CH2:11][CH2:12][CH3:13].[Cr](Cl)([O-])(=O)=O.[NH+]1C=CC=C[CH:21]=1>C(Cl)Cl>[CH:1](=[O:14])/[CH:2]=[CH:3]/[CH2:4][CH2:5][CH2:6][CH2:7][CH2:8][CH2:9][CH2:10][CH2:11][CH2:12][CH2:13][CH3:21] |f:1.2|. Procedure: To dodecyl aldehyde (5.0 g) dissolved in methylene chloride was added (carbomethoxymethylene)-triphenylphosphorane (9.1 g), and the mixture was stirred for 2 hours. The reaction mixture was concentrated and subjected to chromatography on a silica gel column with eluent systems of n-hexane-ethyl acetate (from 100:1 to 20:1) to give the methyl ester of trans-2-tetradecenoic acid (5.2 g). To the methyl ester dissolved in tetrahydrofuran was added lithium aluminium hydride (0.9 g) under ice-cooling,... Starting materials: COC(=O)C1(c2ccc(N)cc2)CCC1, CCO, CCN(C(C)C)C(C)C, Clc1nc(Cl)c2c(n1)CCC2. Yields the product COC(=O)C1(c2ccc(Nc3nc(Cl)nc4c3CCC4)cc2)CCC1. RXN SMILES: [CH3:21][O:22][C:23](=[O:24])[C:25]1([c:29]2[cH:30][cH:31][c:32]([NH2:35])[cH:33][cH:34]2)[CH2:26][CH2:27][CH2:28]1.[CH3:36][CH2:37][OH:38].[CH:1]([N:2]([CH:3]([CH3:4])[CH3:5])[CH2:6][CH3:7])([CH3:8])[CH3:9].[Cl:10][c:11]1[n:12][c:13]2[c:14]([c:15]([Cl:17])[n:16]1)[CH2:18][CH2:19][CH2:20]2>>[Cl:10][c:11]1[n:12][c:13]2[c:14]([c:15]([NH:35][c:32]3[cH:31][cH:30][c:29]([C:25]4([C:23]([O:22][CH3:21])=[O:24])[CH2:26][CH2:27][CH2:28]4)[cH:34][cH:33]3)[n:16]1)[CH2:18][CH2:19][CH2:20]2. Reactants: CS(C)=O, NC1CCC(N)CC1, Fc1cccc(CNc2cc(C(F)(F)F)cc(-c3ccnc(F)c3)n2)c1. The product is NC1CCC(Nc2cc(-c3cc(C(F)(F)F)cc(NCc4cccc(F)c4)n3)ccn2)CC1. As a reaction SMILES: [CH3:35][S:36]([CH3:37])=[O:38].[CH:27]1([NH2:34])[CH2:28][CH2:29][CH:30]([NH2:33])[CH2:31][CH2:32]1.[F:1][c:2]1[n:3][cH:4][cH:5][c:6](-[c:8]2[n:9][c:10]([NH:18][CH2:19][c:20]3[cH:21][c:22]([F:26])[cH:23][cH:24][cH:25]3)[cH:11][c:12]([C:14]([F:15])([F:16])[F:17])[cH:13]2)[cH:7]1>>[c:2]1([NH:34][CH:27]2[CH2:28][CH2:29][CH:30]([NH2:33])[CH2:31][CH2:32]2)[n:3][cH:4][cH:5][c:6](-[c:8]2[n:9][c:10]([NH:18][CH2:19][c:20]3[cH:21][c:22]([F:26])[cH:23][cH:24][cH:25]3)[cH:11][c:12]([C:14]([F:15])([F:16])[F:17])[cH:13]2)[cH:7]1. Starting materials: C(C)(C)(C)OC(=O)NC(C(CCC1=CC=CC=C1)O)CC(C)C (4-t-Butyloxycarbonylamino-3-hydroxy-6-methyl-1-phenylheptane), Cl (HCl). The solvent is CO (methanol). Product: Cl.NC(C(CCC1=CC=CC=C1)O)CC(C)C (4-Amino-3-hydroxy-6-methyl-1-phenylheptane hydrochloride). As a reaction SMILES: C(OC([NH:8][CH:9]([CH2:20][CH:21]([CH3:23])[CH3:22])[CH:10]([OH:19])[CH2:11][CH2:12][C:13]1[CH:18]=[CH:17][CH:16]=[CH:15][CH:14]=1)=O)(C)(C)C.[ClH:24]>CO>[ClH:24].[NH2:8][CH:9]([CH2:20][CH:21]([CH3:23])[CH3:22])[CH:10]([OH:19])[CH2:11][CH2:12][C:13]1[CH:18]=[CH:17][CH:16]=[CH:15][CH:14]=1 |f:3.4|. Reported procedure: The resultant compound of Example 1 (87 mg, 0.27 mmol) was dissolved in methanol (1 ml) and was treated with methanolic HCl (5 ml of 0.75M). After 15 hours the solution was evaporated to provide the desired compound as a glass (71 mg) which was used without further purification. The reactants are COC1=CC=C(CN2N=C(C=3C2=NC=CC3Cl)C)C=C1 (1-(4-methoxybenzyl)-4-chloro-3-methyl-1H-pyrazolo[3,4-b]pyridine), CC(C)(C)[O-].[K+] (KOtBu), C1(CC1)CNC1=NC=C(C(N1C)=O)C1=CC(=C(C=C1)O)F (2-(cyclopropylmethylamino)-5-(3-fluoro-4-hydroxyphenyl)-3-methylpyrimidin-4(3H)-one), C([O-])([O-])=O.[K+].[K+] (Potassium carbonate). The solvent is CN(C)C=O (DMF). Reaction conditions: temperature 110 celsius, time 1 hour. Yields the product C1(CC1)CNC1=NC=C(C(N1C)=O)C1=CC(=C(C=C1)OC1=C2C(=NC=C1)N(N=C2C)CC2=CC=C(C=C2)OC)F (2-(cyclopropylmethylamino)-5-(3-fluoro-4-(1-(4-methoxybenzyl)-3-methyl-1H-pyrazolo[3,4-b]pyridin-4-yloxy)phenyl)-3-methylpyrimidin-4(3H)-one). Reaction SMILES: [CH3:1][O:2][C:3]1[CH:20]=[CH:19][C:6]([CH2:7][N:8]2[C:12]3=[N:13][CH:14]=[CH:15][C:16](Cl)=[C:11]3[C:10]([CH3:18])=[N:9]2)=[CH:5][CH:4]=1.[CH:21]1([CH2:24][NH:25][C:26]2[N:31]([CH3:32])[C:30](=[O:33])[C:29]([C:34]3[CH:39]=[CH:38][C:37]([OH:40])=[C:36]([F:41])[CH:35]=3)=[CH:28][N:27]=2)[CH2:23][CH2:22]1.C(=O)([O-])[O-].[K+].[K+].CC([O-])(C)C.[K+]>CN(C=O)C>[CH:21]1([CH2:24][NH:25][C:26]2[N:31]([CH3:32])[C:30](=[O:33])[C:29]([C:34]3[CH:39]=[CH:38][C:37]([O:40][C:16]4[CH:15]=[CH:14][N:13]=[C:12]5[N:8]([CH2:7][C:6]6[CH:19]=[CH:20][C:3]([O:2][CH3:1])=[CH:4][CH:5]=6)[N:9]=[C:10]([CH3:18])[C:11]=45)=[C:36]([F:41])[CH:35]=3)=[CH:28][N:27]=2)[CH2:23][CH2:22]1 |f:2.3.4,5.6|. Reported procedure: To a 15 mL capacity reaction tube were added 1-(4-methoxybenzyl)-4-chloro-3-methyl-1H-pyrazolo[3,4-b]pyridine (20 mg, 0.07 mmol; prepared according to the procedure of Example 43, Step E) and 2-(cyclopropylmethylamino)-5-(3-fluoro-4-hydroxyphenyl)-3-methylpyrimidin-4(3H)-one (22.1 mg, 0.077 mmol) and the solids were dissolved in DMF (1 mL) under nitrogen. Potassium carbonate (10.6 mg, 0.0765 mmol) was added, followed by KOtBu (0.077 mL, 0.077 mmol, 1M solution in THF). The reaction tube was seal...